Dataset: the Open Reaction Database (ORD), a public repository of structured organic reaction records. Task: describe an organic reaction: reactants, conditions, products, and yield Reactants: CC1C(=O)OC1CCCCc1ccccc1, COc1ccc(S)cc1OC, CO, CC(C)O, [Na+], [OH-]. RXN SMILES: [CH3:14][CH:15]1[C:16](=[O:29])[O:17][CH:18]1[CH2:19][CH2:20][CH2:21][CH2:22][c:23]1[cH:24][cH:25][cH:26][cH:27][cH:28]1.[CH3:1][O:2][c:3]1[cH:4][c:5]([SH:11])[cH:6][cH:7][c:8]1[O:9][CH3:10].[CH3:30][OH:31].[CH:32]([OH:33])([CH3:34])[CH3:35].[Na+:13].[OH-:12]>>[CH3:1][O:2][c:3]1[cH:4][c:5]([S:11][CH:18]([CH:15]([CH3:14])[C:16](=[O:17])[OH:29])[CH2:19][CH2:20][CH2:21][CH2:22][c:23]2[cH:24][cH:25][cH:26][cH:27][cH:28]2)[cH:6][cH:7][c:8]1[O:9][CH3:10]. Yields the product COc1ccc(SC(CCCCc2ccccc2)C(C)C(=O)O)cc1OC. The reactants are [N+](=O)([O-])C=1C=CC2=C(N=C(O2)CN2CCCC2)C1 (5-nitro-2-[(pyrrolidin-1-yl)methyl]benzoxazole). Reagents/catalysts: [Pd] (Pd—C). Solvent: CCOC(=O)C.CO (EtOAc MeOH). Reaction conditions: time 30 minute. Yields the product NC=1C=CC2=C(N=C(O2)CN2CCCC2)C1 (5-amino-2-[(pyrrolidin-1-yl)methyl]benzoxazole). The yield is 100.0%. As a reaction SMILES: [N+:1]([C:4]1[CH:5]=[CH:6][C:7]2[O:11][C:10]([CH2:12][N:13]3[CH2:17][CH2:16][CH2:15][CH2:14]3)=[N:9][C:8]=2[CH:18]=1)([O-])=O>[Pd].CCOC(C)=O.CO>[NH2:1][C:4]1[CH:5]=[CH:6][C:7]2[O:11][C:10]([CH2:12][N:13]3[CH2:14][CH2:15][CH2:16][CH2:17]3)=[N:9][C:8]=2[CH:18]=1 |f:2.3|. Procedure details: To a solution of 5-nitro-2-[(pyrrolidin-1-yl)methyl]benzoxazole (300 mg, 1.21 mmol) in a mixed solvent of EtOAc-MeOH (1:1, 70 mL) was added 10% Pd—C (40 mg), the flask was purged with argon, then the argon was replaced with H2, the reaction mixture was stirred under H2 atmosphere for 30 min. After filtration through Celite, washed with ethyl acetate. The solvents were evaporated to provide 263 mg (100%) of 5-amino-2-[(pyrrolidin-1-yl)methyl]benzoxazole as a yellow solid. The reactants are CC(CO)CO (2-methylpropane-1,3-diol), [N+](=O)([O-])C1=C(C#N)C(=CC=C1)[N+](=O)[O-] (2,6-dinitrobenzonitrile). Yields the product OCC(COC1=C(C#N)C(=CC=C1)[N+](=O)[O-])C (2-(3-hydroxy-2-methylpropoxy)-6-nitrobenzonitrile). Isolated yield 37.0%. RXN SMILES: [CH3:1][CH:2]([CH2:5][OH:6])[CH2:3][OH:4].[N+:7]([C:10]1[CH:17]=[CH:16][CH:15]=[C:14]([N+]([O-])=O)[C:11]=1[C:12]#[N:13])([O-:9])=[O:8]>>[OH:4][CH2:3][CH:2]([CH3:1])[CH2:5][O:6][C:14]1[CH:15]=[CH:16][CH:17]=[C:10]([N+:7]([O-:9])=[O:8])[C:11]=1[C:12]#[N:13]. Procedure: Prepared as in Example 215c from 2-methylpropane-1,3-diol and 2,6-dinitrobenzonitrile in 37% yield. MS 237 (MH+). Reactants: C(CC1=CC=CC=C1)S (phenethylmercaptan), C(C)N1C(C=2C(C1=O)=CC=CC2)=S (N-ethylthiophthalimide), C1(C=2C(C(N1)=O)=CC=CC2)=O (phthalimide). Solvent: C1=CC=CC=C1 (benzene). Run at time 48 hour. The product is C1(=CC=CC=C1)CCSSCC (2-phenylethyl-ethyl-disulphide). Isolated yield 111.3%. As a reaction SMILES: [CH2:1]([SH:9])[CH2:2][C:3]1[CH:8]=[CH:7][CH:6]=[CH:5][CH:4]=1.C(N1C(=O)C2=CC=CC=[C:14]2[C:13]1=[S:22])C.C1(=O)NC(=O)C2=CC=CC=C12>C1C=CC=CC=1>[C:3]1([CH2:2][CH2:1][S:9][S:22][CH2:13][CH3:14])[CH:8]=[CH:7][CH:6]=[CH:5][CH:4]=1. Reported procedure: 8 g (0.058 mol) of phenethylmercaptan are added with intensive stirring to a suspension of 12 g (0.058 mol) of N-ethylthiophthalimide in 70 ml of benzene. After a few minutes, a homogeneous solution forms and the phthalimide slowly begins to precipitate out therefrom. After stirring for 48 hours at room temperature, the mixture is filtered through a paper filter, the filtrate is concentrated in a vacuum and the crude 2-phenylethyl-ethyl-disulphide (12.8 g) obtained is distilled through a Vigreux... Reactants: [BH4-], CC(=O)[O-], CO, [NH4+], [Na+], CCOC(=O)c1ccc(CC(C)=O)cc1. Yields the product CCOC(=O)c1ccc(CC(C)O)cc1. As a reaction SMILES: [BH4-:21].[CH3:17][C:18](=[O:19])[O-:20].[CH3:23][OH:24].[NH4+:16].[Na+:22].[O:1]=[C:2]([CH2:3][c:4]1[cH:5][cH:6][c:7]([C:8](=[O:9])[O:10][CH2:11][CH3:12])[cH:13][cH:14]1)[CH3:15]>>[OH:1][CH:2]([CH2:3][c:4]1[cH:5][cH:6][c:7]([C:8](=[O:9])[O:10][CH2:11][CH3:12])[cH:13][cH:14]1)[CH3:15]. The reactants are C1=CN(C=N1)C(=O)N2C=CN=C2 (CDI), N1C(CCCC1)CN (piperidin-2-ylmethanamine). Run in C(Cl)Cl (DCM). Yields the product C1NC(N2C1CCCC2)=O (hexahydroimidazo[1,5-a]pyridin-3(5H)-one). As a reaction SMILES: C1N=CN([C:6](N2C=NC=C2)=[O:7])C=1.[NH:13]1[CH2:18][CH2:17][CH2:16][CH2:15][CH:14]1[CH2:19][NH2:20]>C(Cl)Cl>[CH2:19]1[CH:14]2[CH2:15][CH2:16][CH2:17][CH2:18][N:13]2[C:6](=[O:7])[NH:20]1. Procedure details: A solution of CDI (830 mg, 5.1 mmol) and piperidin-2-ylmethanamine (520 mg, 4.6 mmol) in DCM (20 mL) was stirred at room temperature overnight. After the solvent was removed, the residue was directly used for the next step without further purification. Reactants: CC1(C)OCC(c2ccc3cccc(Br)c3n2)O1, O=C([O-])[O-], Cc1ccccc1, [Cs+], [Cs+], CC(C)(C)OC(=O)NCC1CCNCC1, CC(=O)[O-], CC(=O)[O-], [Pd+2]. Product: CC(C)(C)OC(=O)NCC1CCN(c2cccc3ccc(C4COC(C)(C)O4)nc23)CC1. As a reaction SMILES: [Br:1][c:2]1[cH:3][cH:4][cH:5][c:6]2[cH:7][cH:8][c:9]([CH:12]3[O:13][C:14]([CH3:17])([CH3:18])[O:15][CH2:16]3)[n:10][c:11]12.[C:34](=[O:35])([O-:36])[O-:37].[CH3:40][c:41]1[cH:42][cH:43][cH:44][cH:45][cH:46]1.[Cs+:38].[Cs+:39].[NH:19]1[CH2:20][CH2:21][CH:22]([CH2:25][NH:26][C:27]([O:28][C:29]([CH3:30])([CH3:31])[CH3:32])=[O:33])[CH2:23][CH2:24]1.[O-:48][C:49]([CH3:50])=[O:51].[O-:52][C:53]([CH3:54])=[O:55].[Pd+2:47]>>[c:2]1([N:19]2[CH2:20][CH2:21][CH:22]([CH2:25][NH:26][C:27]([O:28][C:29]([CH3:30])([CH3:31])[CH3:32])=[O:33])[CH2:23][CH2:24]2)[cH:3][cH:4][cH:5][c:6]2[cH:7][cH:8][c:9]([CH:12]3[O:13][C:14]([CH3:17])([CH3:18])[O:15][CH2:16]3)[n:10][c:11]12.